This data is from the Open Reaction Database (ORD), a public repository of structured organic reaction records. The task is: describe an organic reaction: reactants, conditions, products, and yield Starting materials: COC1=CC=C(C=C1)C1C(C(NC2=C(C1)C=C(C=C2)C(F)(F)F)=O)CC=C (1,3,4,5-Tetrahydro-4-(4-methoxyphenyl)-3-(2-propenyl)-7-(trifluoromethyl)-2H-1-benzazepin-2-one). Reagents/catalysts: [Pd] (Palladium on charcoal). The solvent is C(C)(=O)O (acetic acid), FC(C(=O)O)(F)F (trifluoroacetic acid). Conditions: time 4 hour. Product: COC1=CC=C(C=C1)C1C(C(NC2=C(C1)C=C(C=C2)C(F)(F)F)=O)CCC (1,3,4,5-Tetrahydro-4-(4-methoxyphenyl)-3-propyl-7-(trifluoromethyl)-2H-1-benzazepin-2-one). Isolated yield 100.4%. RXN SMILES: [CH3:1][O:2][C:3]1[CH:8]=[CH:7][C:6]([CH:9]2[CH2:15][C:14]3[CH:16]=[C:17]([C:20]([F:23])([F:22])[F:21])[CH:18]=[CH:19][C:13]=3[NH:12][C:11](=[O:24])[CH:10]2[CH2:25][CH:26]=[CH2:27])=[CH:5][CH:4]=1>C(O)(=O)C.FC(F)(F)C(O)=O.[Pd]>[CH3:1][O:2][C:3]1[CH:8]=[CH:7][C:6]([CH:9]2[CH2:15][C:14]3[CH:16]=[C:17]([C:20]([F:21])([F:22])[F:23])[CH:18]=[CH:19][C:13]=3[NH:12][C:11](=[O:24])[CH:10]2[CH2:25][CH2:26][CH3:27])=[CH:5][CH:4]=1. Procedure: 1,3,4,5-Tetrahydro-4-(4-methoxyphenyl)-3-(2-propenyl)-7-(trifluoromethyl)-2H-1-benzazepin-2-one (3.50 g; 9.32 mmole; see Example 5, Method II, part D) was dissolved in glacial acetic acid (100 ml) and trifluoroacetic acid (50 ml). Palladium on charcoal (0.71 g) was added to the degassed solution, and the mixture was placed on a Parr apparatus for four hours. The solution was then filtered through a pad of Celite and the Celite was rinsed several times with ethyl acetate. The concentrated mixture...